Dataset: the Open Reaction Database (ORD), a public repository of structured organic reaction records. Task: describe an organic reaction: reactants, conditions, products, and yield Reactants: C(C)OC(CC(=O)O)=O (malonic acid monoethyl ester), ClC=1C(=C(C(=O)Cl)C(=C(C1F)F)C)F (3-chloro-2,4,5-trifluoro-6-methylbenzoyl chloride). The product is ClC=1C(=C(C(=O)C(CC(=O)OCC)=O)C(=C(C1F)F)C)F (Ethyl 3-(3-chloro-2,4,5-trifluoro-6-methylbenzoyl)-β-oxopropanoate). Reaction SMILES: [CH2:1]([O:3][C:4](=[O:9])[CH2:5][C:6]([OH:8])=O)[CH3:2].[Cl:10][C:11]1[C:12]([F:23])=[C:13]([C:17]([CH3:22])=[C:18]([F:21])[C:19]=1[F:20])[C:14](Cl)=[O:15]>>[Cl:10][C:11]1[C:12]([F:23])=[C:13]([C:17]([CH3:22])=[C:18]([F:21])[C:19]=1[F:20])[C:14]([C:6](=[O:8])[CH2:5][C:4]([O:3][CH2:1][CH3:2])=[O:9])=[O:15]. Procedure details: The procedure outlined for Example H was used to prepare the title compound from the dianion of malonic acid monoethyl ester and 3-chloro-2,4,5-trifluoro-6-methylbenzoyl chloride. The crude product was also chromatographed on silica gel to give the desired product as an orange oil. The reactants are O=C([O-])O, CCO, C=C(C)CCl, [Na+], COc1ccc(CC2NCCc3cc(OC)c(O)cc32)cc1O. The product is C=C(C)CN1CCc2cc(OC)c(O)cc2C1Cc1ccc(OC)c(O)c1. RXN SMILES: [C:24](=[O:25])([OH:26])[O-:27].[CH3:34][CH2:35][OH:36].[Cl:29][CH2:30][C:31](=[CH2:32])[CH3:33].[Na+:28].[OH:1][c:2]1[c:3]([O:22][CH3:23])[cH:4][c:5]2[c:10]([cH:11]1)[CH:9]([CH2:12][c:13]1[cH:14][c:15]([OH:21])[c:16]([O:19][CH3:20])[cH:17][cH:18]1)[NH:8][CH2:7][CH2:6]2>>[OH:1][c:2]1[c:3]([O:22][CH3:23])[cH:4][c:5]2[c:10]([cH:11]1)[CH:9]([CH2:12][c:13]1[cH:14][c:15]([OH:21])[c:16]([O:19][CH3:20])[cH:17][cH:18]1)[N:8]([CH2:32][C:31](=[CH2:30])[CH3:33])[CH2:7][CH2:6]2.